Dataset: the Open Reaction Database (ORD), a public repository of structured organic reaction records. Task: describe an organic reaction: reactants, conditions, products, and yield Reactants: ClC1=NC=NC2=CC=C(C=C12)OC (4-chloro-6-methoxyquinazoline), hydrochloride salt, C(C)(C)(C)C1=CC(=NO1)NC(=O)NC1=CC(=CC=C1)S (1-(5-tert-butylisoxazol-3-yl)-3-(3-mercaptophenyl)urea), Example 44A. Product: C(C)(C)(C)C1=CC(=NO1)NC(=O)NC1=CC(=CC=C1)SC1=NC=NC2=CC=C(C=C12)OC (1-(5-tert-butylisoxazol-3-yl)-3-(3-(6-methoxyquinazolin-4-ylthio)phenyl)urea), mono-hydrochloride. Isolated yield 50.0%. RXN SMILES: [C:1]([C:5]1[O:9][N:8]=[C:7]([NH:10][C:11]([NH:13][C:14]2[CH:19]=[CH:18][CH:17]=[C:16]([SH:20])[CH:15]=2)=[O:12])[CH:6]=1)([CH3:4])([CH3:3])[CH3:2].Cl[C:22]1[C:31]2[C:26](=[CH:27][CH:28]=[C:29]([O:32][CH3:33])[CH:30]=2)[N:25]=[CH:24][N:23]=1>>[C:1]([C:5]1[O:9][N:8]=[C:7]([NH:10][C:11]([NH:13][C:14]2[CH:19]=[CH:18][CH:17]=[C:16]([S:20][C:22]3[C:31]4[C:26](=[CH:27][CH:28]=[C:29]([O:32][CH3:33])[CH:30]=4)[N:25]=[CH:24][N:23]=3)[CH:15]=2)=[O:12])[CH:6]=1)([CH3:4])([CH3:2])[CH3:3]. Procedure details: The title compound was prepared from 1-(5-tert-butylisoxazol-3-yl)-3-(3-mercaptophenyl)urea described in Example 44A (87 mg, 0.3 mmol) and 4-chloro-6-methoxyquinazoline (59 mg, 0.3 mmol) as described in Example 46 and its corresponding hydrochloride salt was prepared as described in Example 4B Step 2 to give 1-(5-tert-butylisoxazol-3-yl)-3-(3-(6-methoxyquinazolin-4-ylthio)phenyl)urea as the mono-hydrochloride (76 mg, 0.15 mmol, 50%). 1H NMR (300 MHz, DMSO-d6) δ 9.75 (s, 1H), 9.49 (s, 1H), 8.80 (... Reactants: ClC1=C(C(CCl)=O)C=CC(=C1)Cl (2,4-dichlorophenacyl chloride), NNC(=S)N (thiosemicarbazide), resultant suspension. Solvent: CO (methanol). Run at temperature 65 celsius. Yields the product Cl.ClC1=C(C=CC(=C1)Cl)C1=NN=C(SC1)N (5-(2,4-dichlorophenyl)-6H-1,3,4-thiadiazin-2-amine hydrochloride). Yield: 61.5%. As a reaction SMILES: [Cl:1][C:2]1[CH:11]=[C:10]([Cl:12])[CH:9]=[CH:8][C:3]=1[C:4](=O)[CH2:5]Cl.[NH2:13][NH:14][C:15]([NH2:17])=[S:16]>CO>[ClH:1].[Cl:1][C:2]1[CH:11]=[C:10]([Cl:12])[CH:9]=[CH:8][C:3]=1[C:4]1[CH2:5][S:16][C:15]([NH2:17])=[N:14][N:13]=1 |f:3.4|. Procedure details: 11.17 g (0.05 mole) of 2,4-dichlorophenacyl chloride and 4.36 g (0.05 mole) of thiosemicarbazide are stirred and heated in 250 ml of methanol at reflux (65° C.) for 30 minutes. The resultant suspension is allowed to cool and is filtered to yield a first crop of 4.56 g of 5-(2,4-dichlorophenyl)-6H-1,3,4-thiadiazin-2-amine hydrochloride. The reaction mixture is then diluted with ethyl acetate and concentrated on a steam bath further yielding 6.2 g of the same compound. The two products are added t... Reactants: CN(C)CCO, CCO, Cl, Cl, O=C(c1ccc(F)cc1F)C1CCNCC1, NO. Yields the product Cl, ON=C(c1ccc(F)cc1F)C1CCNCC1. Reaction SMILES: [CH3:21][N:22]([CH2:23][CH2:24][OH:25])[CH3:26].[CH3:27][CH2:28][OH:29].[ClH:18].[ClH:1].[F:2][c:3]1[c:4]([C:10](=[O:11])[CH:12]2[CH2:13][CH2:14][NH:15][CH2:16][CH2:17]2)[cH:5][cH:6][c:7]([F:9])[cH:8]1.[NH2:19][OH:20]>>[ClH:1].[F:2][c:3]1[c:4]([C:10]([CH:12]2[CH2:13][CH2:14][NH:15][CH2:16][CH2:17]2)=[N:19][OH:20])[cH:5][cH:6][c:7]([F:9])[cH:8]1. Starting materials: BrCCCCCCCCCCCCCC (bromotetradecane), CN(C=O)C (dimethylformamide), [H-].[Na+] (sodium hydride), N1C=C(C=C1)C(=O)OCC (ethyl pyrrole-3-carboxylate). Run in O (water). Run at time 10 minute. Yields the product C(CCCCCCCCCCCCC)N1C=C(C=C1)C(=O)OCC (ethyl 1-tetradecylpyrrole-3-carboxylate). The yield is 94.3%. Reaction SMILES: CN(C)C=O.[H-].[Na+].[NH:8]1[CH:12]=[CH:11][C:10]([C:13]([O:15][CH2:16][CH3:17])=[O:14])=[CH:9]1.Br[CH2:19][CH2:20][CH2:21][CH2:22][CH2:23][CH2:24][CH2:25][CH2:26][CH2:27][CH2:28][CH2:29][CH2:30][CH2:31][CH3:32]>O>[CH2:32]([N:8]1[CH:12]=[CH:11][C:10]([C:13]([O:15][CH2:16][CH3:17])=[O:14])=[CH:9]1)[CH2:31][CH2:30][CH2:29][CH2:28][CH2:27][CH2:26][CH2:25][CH2:24][CH2:23][CH2:22][CH2:21][CH2:20][CH3:19] |f:1.2|. Procedure details: To dry dimethylformamide (DMF) (15 ml) was added 0.84 g (21 mmol) of sodium hydride (60% oil dispersion), and then 2.78 g (20 mmol) of ethyl pyrrole-3-carboxylate was added portionwise thereto under ice-cooling. After stirring at room temperature for 10 minutes, 6.65 g (24 mmol) of bromotetradecane was added dropwise under ice-cooling. The mixture was stirred for 3.5 hours at room temperature, and then 30 ml of water was added thereto. The resulting mixture was extracted with 70 ml of ethyl acet... Reactants: CO, CCOC(C)=O, C=CCC(CC(=O)O)c1cccc(O)c1, O=S(=O)(O)O. The product is C=CCC(CC(=O)OC)c1cccc(O)c1. Reaction SMILES: [CH3:21][OH:22].[CH3:23][CH2:24][O:25][C:26]([CH3:27])=[O:28].[OH:1][c:2]1[cH:3][c:4]([CH:8]([CH2:9][C:10](=[O:11])[OH:12])[CH2:13][CH:14]=[CH2:15])[cH:5][cH:6][cH:7]1.[S:16](=[O:17])(=[O:18])([OH:19])[OH:20]>>[OH:1][c:2]1[cH:3][c:4]([CH:8]([CH2:9][C:10](=[O:11])[O:12][CH3:21])[CH2:13][CH:14]=[CH2:15])[cH:5][cH:6][cH:7]1. The reactants are NC(CC1=CC=CC=C1)C(=O)O (d,l-phenylalanine), C(C1=CC=CC=C1)(=O)Cl (benzoyl chloride), Cl (hydrochloric acid). The solvent is [OH-].[Na+] (sodium hydroxide), [OH-].[Na+] (sodium hydroxide). Reaction conditions: time 3 hour. The product is C(C1=CC=CC=C1)(=O)N[C@@H](CC1=CC=CC=C1)C(=O)O (N-benzoyl phenylalanine). Isolated yield 87.2%. RXN SMILES: [NH2:1][CH:2]([C:10]([OH:12])=[O:11])[CH2:3][C:4]1[CH:9]=[CH:8][CH:7]=[CH:6][CH:5]=1.[C:13](Cl)(=[O:20])[C:14]1[CH:19]=[CH:18][CH:17]=[CH:16][CH:15]=1.Cl>[OH-].[Na+]>[C:13]([NH:1][C@H:2]([C:10]([OH:12])=[O:11])[CH2:3][C:4]1[CH:9]=[CH:8][CH:7]=[CH:6][CH:5]=1)(=[O:20])[C:14]1[CH:19]=[CH:18][CH:17]=[CH:16][CH:15]=1 |f:3.4|. Procedure details: To a solution of 165 g of d,l-phenylalanine in 1100 ml of 1 N sodium hydroxide was added simultaneously 1000 ml of 1 N sodium hydroxide and 146 g of benzoyl chloride over a period of 1 hr with maintenance of the temperature at 2°-5° C. After 3 hr at 5°-10° C., the solution was acidified to pH4 with 5 N hydrochloric acid. The precipitate was collected, washed with water and acetone and dried to leave 234.5 g (87%) of N-benzoyl phenylalanine, mp 185°-188° C. The material was mixed with 2000 ml of ... Reactants: C1CCOC1, COC(=O)C(Cc1ccc(Cl)c(Cl)c1)NC(=O)c1ccc(I)cc1NS(=O)(=O)c1cccc2nsnc12, Cl, O. RXN SMILES: [CH2:40]1[O:41][CH2:42][CH2:43][CH2:44]1.[CH3:1][O:2][C:3]([CH:4]([CH2:5][c:6]1[cH:7][c:8]([Cl:13])[c:9]([Cl:12])[cH:10][cH:11]1)[NH:14][C:15]([c:16]1[c:17]([NH:23][S:24](=[O:25])(=[O:26])[c:27]2[cH:28][cH:29][cH:30][c:31]3[c:32]2[n:33][s:34][n:35]3)[cH:18][c:19]([I:22])[cH:20][cH:21]1)=[O:36])=[O:37].[ClH:38].[OH2:39]>>[O:2]=[C:3]([CH:4]([CH2:5][c:6]1[cH:7][c:8]([Cl:13])[c:9]([Cl:12])[cH:10][cH:11]1)[NH:14][C:15]([c:16]1[c:17]([NH:23][S:24](=[O:25])(=[O:26])[c:27]2[cH:28][cH:29][cH:30][c:31]3[c:32]2[n:33][s:34][n:35]3)[cH:18][c:19]([I:22])[cH:20][cH:21]1)=[O:36])[OH:37]. Product: O=C(NC(Cc1ccc(Cl)c(Cl)c1)C(=O)O)c1ccc(I)cc1NS(=O)(=O)c1cccc2nsnc12. Starting materials: ClC1=C(C=NC2=CC(=C(C=C12)OC)OC)C#N (4-chloro-6,7-dimethoxy-3-quinolinecarbonitrile), FC1=CC=C(N)C=C1 (4-fluoroaniline), C(C)OC(C)O (ethoxyethanol). Run in N1=CC=CC=C1 (pyridine). Yields the product FC1=CC=C(C=C1)NC1=C(C=NC2=CC(=C(C=C12)OC)OC)C#N (4-[(4-fluorophenyl)amino]-6,7-dimethoxy-3-quinolinecarbonitrile). Yield: 90.8%. As a reaction SMILES: Cl[C:2]1[C:11]2[C:6](=[CH:7][C:8]([O:14][CH3:15])=[C:9]([O:12][CH3:13])[CH:10]=2)[N:5]=[CH:4][C:3]=1[C:16]#[N:17].[F:18][C:19]1[CH:25]=[CH:24][C:22]([NH2:23])=[CH:21][CH:20]=1.C(OC(O)C)C>N1C=CC=CC=1>[F:18][C:19]1[CH:25]=[CH:24][C:22]([NH:23][C:2]2[C:11]3[C:6](=[CH:7][C:8]([O:14][CH3:15])=[C:9]([O:12][CH3:13])[CH:10]=3)[N:5]=[CH:4][C:3]=2[C:16]#[N:17])=[CH:21][CH:20]=1. Reported procedure: A mixture of 0.5 g of 4-chloro-6,7-dimethoxy-3-quinolinecarbonitrile, 0.44 g of 4-fluoroaniline, 0.16 ml of pyridine, and 6 ml of ethoxyethanol was stirred, under nitrogen, at reflux temperature for 4 h. The mixture was cooled and partitioned with dichloromethane and aqueous sodium bicarbonate. The organic layer was washed with water, dried and evaporated. The residue was recrystallized from ethyl acetate to give 0.59 g of 4-[(4-fluorophenyl)amino]-6,7-dimethoxy-3-quinolinecarbonitrile as a soli... Starting materials: amine, C(\C=C(/C)\CCC=C(C)C)N (geranyl amine), CC(=CCCC(=C)C=C)C (myrcene), C(C)NCC (diethylamine), 3, C(CCC)[Li] (Butyl lithium), amine, C(C)C(/C(=C/CC/C(=C/CN)/C)/C)CC (diethylgeranylamine). The solvent is CCCCCC (hexane). Run at temperature 50 celsius, time 4 hour. Product: C(C)N(CC)C\C=C(/C)\CCC=C(C)C (N,N-diethylgeranylamine). RXN SMILES: [CH2:1]([NH:3][CH2:4][CH3:5])[CH3:2].C([Li])CCC.[CH3:11][C:12]([CH3:20])=[CH:13][CH2:14][CH2:15][C:16]([CH:18]=[CH2:19])=[CH2:17].C(C(CC)/C(/C)=C/CC/C(/C)=C/CN)C.C(N)/C=C(/CCC=C(C)C)\C>CCCCCC>[CH2:1]([N:3]([CH2:19]/[CH:18]=[C:16](/[CH2:15][CH2:14][CH:13]=[C:12]([CH3:20])[CH3:11])\[CH3:17])[CH2:4][CH3:5])[CH3:2]. Reported procedure: Dry diethylamine (84 ml, 0.816 mole) was charged into a 500 ml 3 necked flask equipped with reflux condenser, thermometer, addition funnel and magnetic stirrer. The flask was swept out with dry nitrogen and maintained under a nitrogen blanket. Butyl lithium (16.6 ml, 2.2 M) in hexane was then added and the temperature raised to 50° C. After 15 minutes 200 ml 85% myrcene (1 mole) was added. The mixture exothermed and was cooled to 60°. After 4 hours at 60°, gas chromatography indicated that the a... Starting materials: ClC1=CC(=CC=C1)C(=O)OO (m-chloroperbenzoic acid), C(CCC)OCCOC1=CC=C(C=C1)C=1C=CC2=C(C=C(CCN2CCC)C(=O)NC2=CC=C(C=C2)SCC2=NC=CC=C2)C1 (7-[4-(2-butoxyethoxy)phenyl]-1-propyl-N-[4-[(2-pyridinylmethyl)sulfanyl]phenyl]-2,3-dihydro-1-benzazepine-4-carboxamide), S(=S)(=O)([O-])[O-].[Na+].[Na+] (sodium thiosulfate). The solvent is C(Cl)Cl (methylene chloride). Run at temperature 0 celsius, time 20 minute. Yields the product C(CCC)OCCOC1=CC=C(C=C1)C=1C=CC2=C(C=C(CCN2CCC)C(=O)NC2=CC=C(C=C2)S(=O)CC2=NC=CC=C2)C1 (7-[4-(2-butoxyethoxy)phenyl]-1-propyl-N-[4-[(2-pyridinylmethyl)sulfinyl]phenyl]-2,3-dihydro-1-benzazepine-4-carboxamide). Yield: 44.1%. As a reaction SMILES: [CH2:1]([O:5][CH2:6][CH2:7][O:8][C:9]1[CH:14]=[CH:13][C:12]([C:15]2[CH:16]=[CH:17][C:18]3[N:24]([CH2:25][CH2:26][CH3:27])[CH2:23][CH2:22][C:21]([C:28]([NH:30][C:31]4[CH:36]=[CH:35][C:34]([S:37][CH2:38][C:39]5[CH:44]=[CH:43][CH:42]=[CH:41][N:40]=5)=[CH:33][CH:32]=4)=[O:29])=[CH:20][C:19]=3[CH:45]=2)=[CH:11][CH:10]=1)[CH2:2][CH2:3][CH3:4].ClC1C=CC=C(C(OO)=[O:54])C=1.S([O-])([O-])(=O)=S.[Na+].[Na+]>C(Cl)Cl>[CH2:1]([O:5][CH2:6][CH2:7][O:8][C:9]1[CH:10]=[CH:11][C:12]([C:15]2[CH:16]=[CH:17][C:18]3[N:24]([CH2:25][CH2:26][CH3:27])[CH2:23][CH2:22][C:21]([C:28]([NH:30][C:31]4[CH:32]=[CH:33][C:34]([S:37]([CH2:38][C:39]5[CH:44]=[CH:43][CH:42]=[CH:41][N:40]=5)=[O:54])=[CH:35][CH:36]=4)=[O:29])=[CH:20][C:19]=3[CH:45]=2)=[CH:13][CH:14]=1)[CH2:2][CH2:3][CH3:4] |f:2.3.4|. Reported procedure: 7-[4-(2-butoxyethoxy)phenyl]-1-propyl-N-[4-[(2-pyridinylmethyl)sulfanyl]phenyl]-2,3-dihydro-1-benzazepine-4-carboxamide (0.40 g) was dissolved in methylene chloride (12 ml), m-chloroperbenzoic acid (111 mg) was added to the mixture at 0° C., and the mixture was stirred for 20 minutes at 0° C. The reaction mixture was added to an aqueous solution of saturated sodium thiosulfate, and extracted with ethyl acetate. The organic layer was washed with saturated brine, and dried over magnesium sulfate. ...